Dataset: the Open Reaction Database (ORD), a public repository of structured organic reaction records. Task: describe an organic reaction: reactants, conditions, products, and yield Reactants: O=C1CCC(=O)N1Br, CCCc1ccc(CCC)c(OC)c1, CC#N. Yields the product CCCc1cc(OC)c(CCC)cc1Br. As a reaction SMILES: [Br:15][N:16]1[C:17](=[O:18])[CH2:19][CH2:20][C:21]1=[O:22].[CH3:1][O:2][c:3]1[c:4]([CH2:12][CH2:13][CH3:14])[cH:5][cH:6][c:7]([CH2:9][CH2:10][CH3:11])[cH:8]1.[CH3:23][C:24]#[N:25]>>[CH3:1][O:2][c:3]1[c:4]([CH2:12][CH2:13][CH3:14])[cH:5][c:6]([Br:15])[c:7]([CH2:9][CH2:10][CH3:11])[cH:8]1. Reactants: C1CCOC1, [Li+], COC(=O)Cc1ccc(Oc2nc3c(-c4cnc5ccccc5c4)cnn3c(N)c2Br)cc1, [OH-]. Product: Nc1c(Br)c(Oc2ccc(CC(=O)O)cc2)nc2c(-c3cnc4ccccc4c3)cnn12. Reaction SMILES: [CH2:36]1[O:37][CH2:38][CH2:39][CH2:40]1.[Li+:35].[NH2:1][c:2]1[c:3]([Br:33])[c:4]([O:21][c:22]2[cH:23][cH:24][c:25]([CH2:28][C:29](=[O:30])[O:31][CH3:32])[cH:26][cH:27]2)[n:5][c:6]2[n:7]1[n:8][cH:9][c:10]2-[c:11]1[cH:12][n:13][c:14]2[cH:15][cH:16][cH:17][cH:18][c:19]2[cH:20]1.[OH-:34]>>[NH2:1][c:2]1[c:3]([Br:33])[c:4]([O:21][c:22]2[cH:23][cH:24][c:25]([CH2:28][C:29](=[O:30])[OH:31])[cH:26][cH:27]2)[n:5][c:6]2[n:7]1[n:8][cH:9][c:10]2-[c:11]1[cH:12][n:13][c:14]2[cH:15][cH:16][cH:17][cH:18][c:19]2[cH:20]1. Starting materials: BrC1=CC=C(C=C1)C (4- bromotoluene), CC1(C=C(C2=CC(=CC=C12)C#CC1=CC=C(C(=O)OCC)C=C1)OS(=O)(=O)C(F)(F)F)C (ethyl 4-(2- (1,1-dimethyl-3-(trifluoromethylsulfonyl)oxy-5-indenyl) ethynyl]benzoate), C(C)(C)(C)[Li] (t-butyllithium), solution, CCCCC (pentane). Reagents/catalysts: [Cl-].[Cl-].[Zn+2] (ZnCl2), C=1C=CC(=CC1)[P](C=2C=CC=CC2)(C=3C=CC=CC3)[Pd]([P](C=4C=CC=CC4)(C=5C=CC=CC5)C=6C=CC=CC6)([P](C=7C=CC=CC7)(C=8C=CC=CC8)C=9C=CC=CC9)[P](C=1C=CC=CC1)(C=1C=CC=CC1)C=1C=CC=CC1 (tetrakis(triphenylphosphine)palladium). The solvent is C1CCOC1 (THF), C1CCOC1 (THF), C1CCOC1 (THF). Run at time 4 hour. The product is CC1(C=C(C2=CC(=CC=C12)C#CC1=CC=C(C(=O)OCC)C=C1)C1=CC=C(C=C1)C)C (Ethyl 4-[2-(1,1-dimethyl-3-(4-methylphenyl)-5-indenyl)ethynyl]benzoate), Et2O hexanes. Yield: 10.0%. Reaction SMILES: BrC1C=[CH:6][C:5]([CH3:8])=[CH:4][CH:3]=1.[C:9]([Li])([CH3:12])([CH3:11])[CH3:10].CC1(C)C2[C:18](=[CH:19][C:20]([C:24]#[C:25][C:26]3[CH:36]=[CH:35][C:29]([C:30]([O:32][CH2:33][CH3:34])=[O:31])=[CH:28][CH:27]=3)=CC=2)[C:17](OS(C(F)(F)F)(=O)=O)=C1.[CH3:46][CH2:47][CH2:48][CH2:49][CH3:50]>C1COCC1.[Cl-].[Cl-].[Zn+2].C1C=CC([P]([Pd]([P](C2C=CC=CC=2)(C2C=CC=CC=2)C2C=CC=CC=2)([P](C2C=CC=CC=2)(C2C=CC=CC=2)C2C=CC=CC=2)[P](C2C=CC=CC=2)(C2C=CC=CC=2)C2C=CC=CC=2)(C2C=CC=CC=2)C2C=CC=CC=2)=CC=1>[CH3:10][C:9]1([CH3:12])[C:17]2[C:47](=[CH:46][C:20]([C:24]#[C:25][C:26]3[CH:27]=[CH:28][C:29]([C:30]([O:32][CH2:33][CH3:34])=[O:31])=[CH:35][CH:36]=3)=[CH:19][CH:18]=2)[C:48]([C:49]2[CH:3]=[CH:4][C:5]([CH3:8])=[CH:6][CH:50]=2)=[CH:11]1 |f:5.6.7,^1:62,64,83,102|. Reported procedure: A solution of 32.0 mg (0.187 mmol) of 4- bromotoluene in 1.0 ml THF was cooled to −78° C. and 24.0 mg of t-butyllithium (0.375 mmol, 0.22 ml of a 1.7 M solution in pentane) was slowly added. The yellow solution was stirred for 30 minutes at which time 29.8 mg (0.219 mmol) of ZnCl2 was added as a solution in 1.0 ml THF. The resulting solution was warmed to room temperature and after 30 minutes added to a second flask containing 29.0 mg (0.062 mmol) of ethyl 4-(2- (1,1-dimethyl-3-(trifluoromethyls... The reactants are CC(C)(C)OC(=O)CN(CCOS(C)(=O)=O)Cc1ccccc1, O=C([O-])[O-], Cc1ccccc1, CN(C)C=O, ClC(Cl)Cl, [K+], [K+], Cc1c[nH]c(=O)[nH]c1=O. Product: Cc1cn(CCN(CC(=O)OC(C)(C)C)Cc2ccccc2)c(=O)[nH]c1=O. Reaction SMILES: [C:1]([CH3:2])([CH3:3])([CH3:4])[O:5][C:6]([CH2:7][N:8]([CH2:9][CH2:10][O:11][S:12]([CH3:13])(=[O:14])=[O:15])[CH2:16][c:17]1[cH:18][cH:19][cH:20][cH:21][cH:22]1)=[O:23].[C:33](=[O:34])([O-:35])[O-:36].[CH3:39][c:40]1[cH:41][cH:42][cH:43][cH:44][cH:45]1.[CH3:46][N:47]([CH3:48])[CH:49]=[O:50].[CH:51]([Cl:52])([Cl:53])[Cl:54].[K+:37].[K+:38].[nH:24]1[c:25](=[O:26])[nH:27][c:28](=[O:29])[c:30]([CH3:31])[cH:32]1>>[C:1]([CH3:2])([CH3:3])([CH3:4])[O:5][C:6]([CH2:7][N:8]([CH2:9][CH2:10][n:24]1[c:25](=[O:26])[nH:27][c:28](=[O:29])[c:30]([CH3:31])[cH:32]1)[CH2:16][c:17]1[cH:18][cH:19][cH:20][cH:21][cH:22]1)=[O:23]. Starting materials: NC1=CC=C(C(=O)OCC)C=C1 (ethyl 4-aminobenzoate), ClC1=CC=C(C=C1)C(CNC(OC(C)(C)C)=O)CC(NC1=CC=CC=C1)=O (tert-Butyl 2-(4-chlorophenyl)-4-oxo-4-(phenylamino)butylcarbamate). Product: C(C)(C)(C)OC(=O)NCC(CC(=O)NC1=CC=C(C(=O)OCC)C=C1)C1=CC=C(C=C1)Cl (Ethyl 4-(4-(tert-butoxycarbonylamino)-3-(4-chlorophenyl)butanamido)benzoate). RXN SMILES: [NH2:1][C:2]1[CH:12]=[CH:11][C:5]([C:6]([O:8][CH2:9][CH3:10])=[O:7])=[CH:4][CH:3]=1.[Cl:13][C:14]1[CH:19]=[CH:18][C:17]([CH:20]([CH2:30][C:31](=[O:39])NC2C=CC=CC=2)[CH2:21][NH:22][C:23](=[O:29])[O:24][C:25]([CH3:28])([CH3:27])[CH3:26])=[CH:16][CH:15]=1>>[C:25]([O:24][C:23]([NH:22][CH2:21][CH:20]([C:17]1[CH:18]=[CH:19][C:14]([Cl:13])=[CH:15][CH:16]=1)[CH2:30][C:31]([NH:1][C:2]1[CH:3]=[CH:4][C:5]([C:6]([O:8][CH2:9][CH3:10])=[O:7])=[CH:11][CH:12]=1)=[O:39])=[O:29])([CH3:28])([CH3:26])[CH3:27]. Reported procedure: The compound was prepared from 33 and ethyl 4-aminobenzoate in a similar manner as described for preparation of 34. Chromatography on silica gel (7:3 hexanes/ethyl (Rf 0.20) afforded 35 as a brown solid in 72% yield. 1H NMR (400 MHz, CD3OD) δ 1.35 (9H, s, C(CH3), 1.35 (3H, t, J 6.8 Hz, CH2CH3), 2.63 (1H, dd, J 8.6, 14.6 Hz, H—CHCO), 2.77 (1H, dd, J 6.2, 14.6 Hz, H—CHCO), 3.35-3.40 (1H, m, CH2CHCH2), 4.31 (2H, q, J 7.2 Hz, CH2CH3), 7.24 (2H, d, J 8.8 Hz, 2×Ar—H), 7.28 (2H, d, J 8.8 Hz, 2×Ar—H), 7... Yield: 72.0%. The reactants are CS(=O)(=O)CCOC1=CC=C(C=C1)C1=CC2=NC=CN=C2C(=N1)NC[C@@H]1CN(CCO1)C(=O)OC(C)(C)C ((R)-tert-butyl 2-((7-(4-(2-(methylsulfonyl)ethoxy)phenyl)pyrido[4,3-b]pyrazin-5-ylamino)methyl)morpholine-4-carboxylate). The solvent is Cl.CC(OCC)=O (HCl EA). Reaction conditions: temperature 20 celsius, time 4 hour. Product: CS(=O)(=O)CCOC1=CC=C(C=C1)C1=CC2=NC=CN=C2C(=N1)NC[C@@H]1CNCCO1 ((S)-7-(4-(2-(methylsulfonyl)ethoxy)phenyl)-N-(morpholin-2-yl methyl)pyrido[4,3-b]pyrazin-5-amine). RXN SMILES: [CH3:1][S:2]([CH2:5][CH2:6][O:7][C:8]1[CH:13]=[CH:12][C:11]([C:14]2[N:23]=[C:22]([NH:24][CH2:25][C@H:26]3[O:31][CH2:30][CH2:29][N:28](C(OC(C)(C)C)=O)[CH2:27]3)[C:21]3[C:16](=[N:17][CH:18]=[CH:19][N:20]=3)[CH:15]=2)=[CH:10][CH:9]=1)(=[O:4])=[O:3]>Cl.CC(=O)OCC>[CH3:1][S:2]([CH2:5][CH2:6][O:7][C:8]1[CH:9]=[CH:10][C:11]([C:14]2[N:23]=[C:22]([NH:24][CH2:25][C@H:26]3[O:31][CH2:30][CH2:29][NH:28][CH2:27]3)[C:21]3[C:16](=[N:17][CH:18]=[CH:19][N:20]=3)[CH:15]=2)=[CH:12][CH:13]=1)(=[O:3])=[O:4] |f:1.2|. Procedure: (R)-tert-butyl 2-((7-(4-(2-(methylsulfonyl)ethoxy)phenyl)pyrido[4,3-b]pyrazin-5-ylamino)methyl)morpholine-4-carboxylate (76 mg, 0.14 mmol) was dissolved in a solution of HCl/EA (5 N, 5 mL) and stirred for 4 hours at 20° C. The reaction was concentrated and washed with sat. NaHCO3, water and brine, concentrated and purified on TLC (CH2Cl2:MeOH=5:1) to give yellow solid. MS (m/z): 444 (M+H)+